This data is from the Open Reaction Database (ORD), a public repository of structured organic reaction records. The task is: describe an organic reaction: reactants, conditions, products, and yield The reactants are CC12C(NCCO1)CC=1C3=C2C=CC=C3NC1 (4,6,6a,8,9,10a-hexahydro-10a-methyl-7H-indolo[3,4-gh][1.4]benzoxazine), C([O-])([O-])=O.[K+].[K+] (potassium carbonate), ICCOC1=CC=CC=C1 (1-iodo-2-phenoxyethane), ice water, C(C)(=O)OCC (ethyl acetate). Run in CN(C)C=O (DMF). Run at temperature 60 celsius. Yields the product CC12C(N(CCO1)CCOC1=CC=CC=C1)CC=1C3=C2C=CC=C3NC1 (4,6,6a,8,9,10a-Hexahydro-10a-methyl-7-(2-phenoxyethyl)-7H-indolo[3,4-gh][1.4]benzoxazine). The yield is 45.8%. RXN SMILES: [CH3:1][C:2]12[C:11]3[CH:12]=[CH:13][CH:14]=[C:15]4[NH:16][CH:17]=[C:9]([C:10]=34)[CH2:8][CH:3]1[NH:4][CH2:5][CH2:6][O:7]2.C(=O)([O-])[O-].[K+].[K+].I[CH2:25][CH2:26][O:27][C:28]1[CH:33]=[CH:32][CH:31]=[CH:30][CH:29]=1.C(OCC)(=O)C>CN(C=O)C>[CH3:1][C:2]12[C:11]3[CH:12]=[CH:13][CH:14]=[C:15]4[NH:16][CH:17]=[C:9]([C:10]=34)[CH2:8][CH:3]1[N:4]([CH2:25][CH2:26][O:27][C:28]1[CH:33]=[CH:32][CH:31]=[CH:30][CH:29]=1)[CH2:5][CH2:6][O:7]2 |f:1.2.3|. Procedure: To a solution of 4,6,6a,8,9,10a-hexahydro-10a-methyl-7H-indolo[3,4-gh][1.4]benzoxazine (85 mg, 0.37 mmol) in DMF (5 ml) were added potassium carbonate (255 mg, 1.9 mmol) and 1-iodo-2-phenoxyethane (99 mg, 0.4 mmol). The mixture was heated at 60° C for 24 hours. After completion of the reaction, the reaction mixture was added to a mixture of ice water and ethyl acetate. The organic layer was separated, washed with a saturated aqueous saline solution and dried over anhydrous sodium sulfate. The so...